The task is: describe an organic reaction: reactants, conditions, products, and yield. This data is from the Open Reaction Database (ORD), a public repository of structured organic reaction records. Starting materials: ClC=1C=CC(=C(C1)CC(=O)OC)OCC1=CC=C(C=C1)OCC=1N=C(OC1C)C1=CC=CC=C1 (methyl 2-[5-chloro-2-[4-[(5-methyl-2-phenyl-4-oxazolyl)methoxy]benzyloxy]phenyl]acetate), O1CCCC1 (tetrahydrofuran), [OH-].[Na+] (sodium hydroxide), Cl (Hydrochloric acid). Solvent: CO (methanol), O (water). Conditions: temperature 50 celsius, time 1 hour. Product: ClC=1C=CC(=C(C1)CC(=O)O)OCC1=CC=C(C=C1)OCC=1N=C(OC1C)C1=CC=CC=C1 (2-[5-chloro-2-[4-[(5-methyl-2-phenyl-4-oxazolyl)methoxy]benzyloxy]phenyl]acetic acid). Isolated yield 95.4%. Reaction SMILES: [Cl:1][C:2]1[CH:3]=[CH:4][C:5]([O:13][CH2:14][C:15]2[CH:20]=[CH:19][C:18]([O:21][CH2:22][C:23]3[N:24]=[C:25]([C:29]4[CH:34]=[CH:33][CH:32]=[CH:31][CH:30]=4)[O:26][C:27]=3[CH3:28])=[CH:17][CH:16]=2)=[C:6]([CH2:8][C:9]([O:11]C)=[O:10])[CH:7]=1.O1CCCC1.[OH-].[Na+].Cl>O.CO>[Cl:1][C:2]1[CH:3]=[CH:4][C:5]([O:13][CH2:14][C:15]2[CH:16]=[CH:17][C:18]([O:21][CH2:22][C:23]3[N:24]=[C:25]([C:29]4[CH:30]=[CH:31][CH:32]=[CH:33][CH:34]=4)[O:26][C:27]=3[CH3:28])=[CH:19][CH:20]=2)=[C:6]([CH2:8][C:9]([OH:11])=[O:10])[CH:7]=1 |f:2.3|. Reported procedure: To a mixture of methyl 2-[5-chloro-2-[4-[(5-methyl-2-phenyl-4-oxazolyl)methoxy]benzyloxy]phenyl]acetate (0.68 g), tetrahydrofuran (2 mL) and methanol (2 mL) was added a 1N aqueous sodium hydroxide solution (2.8 mL) and the mixture was stirred at 50° C. for 1 hr. 1N Hydrochloric acid (3 mL) and water were added to the reaction mixture, and the precipitated solid was collected by filtration, and dried with air to give crystals (0.63 g, 97%) of 2-[5-chloro-2-[4-[(5-methyl-2-phenyl-4-oxazolyl)methox... Reactants: O=C([O-])[O-], COc1cc2c(Cl)ncnc2cc1OCc1ccccc1, [Cs+], [Cs+], Nc1cccc(O)c1, C1CCOC1. The product is COc1cc2c(Oc3cccc(N)c3)ncnc2cc1OCc1ccccc1. Reaction SMILES: [C:9](=[O:10])([O-:11])[O-:12].[CH2:15]([c:16]1[cH:17][cH:18][cH:19][cH:20][cH:21]1)[O:22][c:23]1[c:24]([O:34][CH3:35])[cH:25][c:26]2[c:27]([Cl:33])[n:28][cH:29][n:30][c:31]2[cH:32]1.[Cs+:13].[Cs+:14].[NH2:1][c:2]1[cH:3][cH:4][cH:5][c:6]([OH:7])[cH:8]1.[O:36]1[CH2:37][CH2:38][CH2:39][CH2:40]1>>[NH2:1][c:2]1[cH:3][cH:4][cH:5][c:6]([O:7][c:27]2[c:26]3[cH:25][c:24]([O:34][CH3:35])[c:23]([O:22][CH2:15][c:16]4[cH:17][cH:18][cH:19][cH:20][cH:21]4)[cH:32][c:31]3[n:30][cH:29][n:28]2)[cH:8]1. The reactants are C(C)(=O)[O-].C(C)(=O)[O-].C(C)(=O)[O-].C(C)(=O)[O-].[Pb+4] (Lead tetraacetate), C(C)(=O)OC1=CC(=CC=2CC[C@H]3[C@@H]4CC=C([C@@]4(C)CC[C@@H]3C12)OC(C)=O)OC (1,17-diacetoxy-3-methoxyestra-1,3,5(10),16-tetraene), CCOCC (ether). The solvent is C(C)(=O)OC(C)=O (acetic anhydride), C(C)(=O)O (acetic acid), C1=CC=CC=C1 (benzene). Run at time 1 hour. Product: C(C)(=O)OC1=CC(=CC=2CC[C@H]3[C@@H]4C[C@@H](C([C@@]4(C)CC[C@@H]3C12)=O)OC(C)=O)OC (1,16β-diacetoxy-3-methoxyestra-1,3,5(10)-trien-17-one). As a reaction SMILES: [C:1]([O-:4])(=[O:3])[CH3:2].[C:5]([O-:8])(=[O:7])[CH3:6].C([O-])(=O)C.C([O-])(=O)C.[Pb+4].C(O[C:22]1[C:39]2[C@@H:38]3[C@H:29]([C@H:30]4[C@@:34]([CH2:36][CH2:37]3)([CH3:35])[C:33]([O:40]C(=O)C)=[CH:32][CH2:31]4)[CH2:28][CH2:27][C:26]=2[CH:25]=[C:24]([O:44][CH3:45])[CH:23]=1)(=O)C.CCOCC>C(OC(=O)C)(=O)C.C(O)(=O)C.C1C=CC=CC=1>[C:1]([O:4][C:22]1[C:39]2[C@@H:38]3[C@H:29]([C@H:30]4[C@@:34]([CH2:36][CH2:37]3)([CH3:35])[C:33](=[O:40])[C@@H:32]([O:7][C:5](=[O:8])[CH3:6])[CH2:31]4)[CH2:28][CH2:27][C:26]=2[CH:25]=[C:24]([O:44][CH3:45])[CH:23]=1)(=[O:3])[CH3:2] |f:0.1.2.3.4|. Procedure: Lead tetraacetate (0.65 g) is added to a solution of 1,17-diacetoxy-3-methoxyestra-1,3,5(10),16-tetraene (0.5 g, 1.3 mM) in 0.5 ml acetic anhydride and 10 ml glacial acetic acid with stirring. Solution occurs after 1 hr and stirring is continued at room temperature for 16 hrs. The resulting dark brown solution is evaporated in vacuo at 40° to give an oily residue which is dissolved in 150 ml of benzene. The benzene solution is then washed with H2O, 5% NaHCO3 and saturated NaCl solution. The orga...